This data is from the Open Reaction Database (ORD), a public repository of structured organic reaction records. The task is: describe an organic reaction: reactants, conditions, products, and yield Starting materials: CCc1ccc(CCOc2ccc(C=O)cc2)nc1, C1CCNCC1, CCO, O=C1CSC(=O)N1. Yields the product CCc1ccc(CCOc2ccc(C=C3SC(=O)NC3=O)cc2)nc1. Reaction SMILES: [CH2:1]([CH3:2])[c:3]1[cH:4][cH:5][c:6]([CH2:9][CH2:10][O:11][c:12]2[cH:13][cH:14][c:15]([CH:16]=[O:17])[cH:18][cH:19]2)[n:7][cH:8]1.[CH2:27]1[CH2:28][CH2:29][NH:30][CH2:31][CH2:32]1.[CH3:33][CH2:34][OH:35].[S:20]1[C:21](=[O:26])[NH:22][C:23](=[O:25])[CH2:24]1>>[CH2:1]([CH3:2])[c:3]1[cH:4][cH:5][c:6]([CH2:9][CH2:10][O:11][c:12]2[cH:13][cH:14][c:15]([CH:16]=[C:24]3[S:20][C:21](=[O:26])[NH:22][C:23]3=[O:25])[cH:18][cH:19]2)[n:7][cH:8]1. Reactants: CC(=O)OC(C)=O, CC(=O)[O-], Cc1nccc([N+](=O)[O-])c1C, [K+]. The product is CC(=O)Oc1ccnc(C)c1C. Reaction SMILES: [CH3:17][C:18]([O:19][C:20](=[O:21])[CH3:22])=[O:23].[CH3:2][C:3]([O-:4])=[O:5].[CH3:6][c:7]1[n:8][cH:9][cH:10][c:11]([N+:14]([O-:15])=[O:16])[c:12]1[CH3:13].[K+:1]>>[CH3:2][C:3]([O:4][c:11]1[cH:10][cH:9][n:8][c:7]([CH3:6])[c:12]1[CH3:13])=[O:5]. As a reaction SMILES: C1(P(N=[N+]=[N-])(C2C=CC=CC=2)=O)C=CC=CC=1.[NH2:18][CH2:19][CH2:20][CH2:21][N:22]1[CH2:27][CH2:26]O[CH2:24][CH2:23]1.[F:28][C:29]1[CH:34]=[CH:33][C:32]([NH:35][C:36](=[O:57])[NH:37][C:38]2[CH:56]=[CH:55][C:41]([O:42][C:43]3[C:44]4[CH:51]=[C:50]([C:52](O)=[O:53])[NH:49][C:45]=4[N:46]=[CH:47][N:48]=3)=[CH:40][CH:39]=2)=[CH:31][CH:30]=1.[Cl-].[NH4+]>C(N(CC)CC)C.CN(C)C=O>[CH2:27]([N:22]([CH2:23][CH3:24])[CH2:21][CH2:20][CH2:19][NH:18][C:52]([C:50]1[NH:49][C:45]2[N:46]=[CH:47][N:48]=[C:43]([O:42][C:41]3[CH:55]=[CH:56][C:38]([NH:37][C:36]([NH:35][C:32]4[CH:33]=[CH:34][C:29]([F:28])=[CH:30][CH:31]=4)=[O:57])=[CH:39][CH:40]=3)[C:44]=2[CH:51]=1)=[O:53])[CH3:26] |f:3.4|. Conditions: time 2 day. Run in C(C)N(CC)CC (triethylamine), CN(C=O)C (dimethylformamide). Product: C(C)N(CCCNC(=O)C1=CC2=C(N=CN=C2OC2=CC=C(C=C2)NC(=O)NC2=CC=C(C=C2)F)N1)CC (4-{4-[3-(4-Fluorophenyl)ureido]phenoxy)-7H-pyrrolo[2,3-d]pyrimidine-6-carboxylic(3-diethylaminopropyl)amide). Procedure details: After adding 0.8 ml of dimethylformamide, 21 μl of triethylamine, 9.5 μl of diphenylphosphoryl azide (DPPA) and 6.5 μl of 4-(3-aminopropyl)morpholine to 12 mg of the 4-{4-[3-(4-fluorophenyl)ureido]phenoxy)-7H-pyrrolo[2,3-d]pyrimidine-6-carboxylic acid synthesized in Production Example 164, the mixture was stirred at room temperature for 2 days. Saturated ammonium chloride was added, liquid separation and extraction were performed with an ethyl acetate-tetrahydrofuran mixed solvent, and the organ... Reactants: [Cl-].[NH4+] (ammonium chloride), C1(=CC=CC=C1)P(=O)(C1=CC=CC=C1)N=[N+]=[N-] (diphenylphosphoryl azide), NCCCN1CCOCC1 (4-(3-aminopropyl)morpholine), FC1=CC=C(C=C1)NC(NC1=CC=C(OC=2C3=C(N=CN2)NC(=C3)C(=O)O)C=C1)=O (4-{4-[3-(4-fluorophenyl)ureido]phenoxy)-7H-pyrrolo[2,3-d]pyrimidine-6-carboxylic acid). Starting materials: COc1cc(F)ccc1[N+](=O)[O-], [K+], [K+], O=C(O)C1CCCNC1, O=C([O-])[O-], CN(C)C=O. The product is COc1cc(N2CCCC(C(=O)O)C2)ccc1[N+](=O)[O-]. As a reaction SMILES: [F:1][c:2]1[cH:3][c:4]([O:11][CH3:12])[c:5]([N+:8](=[O:9])[O-:10])[cH:6][cH:7]1.[K+:22].[K+:23].[NH:13]1[CH2:14][CH:15]([C:19](=[O:20])[OH:21])[CH2:16][CH2:17][CH2:18]1.[O-:24][C:25]([O-:26])=[O:27].[O:28]=[CH:29][N:30]([CH3:31])[CH3:32]>>[c:2]1([N:13]2[CH2:14][CH:15]([C:19](=[O:20])[OH:21])[CH2:16][CH2:17][CH2:18]2)[cH:3][c:4]([O:11][CH3:12])[c:5]([N+:8](=[O:9])[O-:10])[cH:6][cH:7]1. Reactants: CC[N+](CC)(CC)Cc1ccccc1, CCO, ClC(Cl)Cl, C=CON=C(C(=O)OCC)C1(C)OCCO1, [Cl-], [Na+], [OH-]. Product: CCOC(=O)C(=NOC1CC1(Cl)Cl)C1(C)OCCO1. RXN SMILES: [CH2:24]([N+:25]([CH2:26][CH3:27])([CH2:28][CH3:29])[CH2:30][CH3:31])[c:32]1[cH:33][cH:34][cH:35][cH:36][cH:37]1.[CH3:38][CH2:39][OH:40].[CH:19]([Cl:20])([Cl:21])[Cl:22].[CH:1](=[CH2:2])[O:3][N:4]=[C:5]([C:6](=[O:7])[O:8][CH2:9][CH3:10])[C:11]1([CH3:12])[O:13][CH2:14][CH2:15][O:16]1.[Cl-:23].[Na+:18].[OH-:17]>>[CH:1]1([O:3][N:4]=[C:5]([C:6](=[O:7])[O:8][CH2:9][CH3:10])[C:11]2([CH3:12])[O:13][CH2:14][CH2:15][O:16]2)[CH2:2][C:19]1([Cl:20])[Cl:22]. Reactants: ClC1=CC=C(C=C1)C(C(C)C)=NO (1-(4-chlorophenyl)-2-methyl-1-propanone oxime), O(C1=CC=CC=C1)C=1C=C(CBr)C=CC1 (3-phenoxybenzyl bromide), [H-].[Na+] (sodium hydride). The solvent is O1CCCC1 (tetrahydrofuran). Conditions: time 21 hour. The product is ( 1C ), O(C1=CC=CC=C1)C=1C=C(C=CC1)CON=C(C(C)C)C1=CC=C(C=C1)Cl (1-(4-chlorophenyl)-2-methyl-1-propanone O-((3-phenoxyphenyl)methyl)oxime). Reaction SMILES: [Cl:1][C:2]1[CH:7]=[CH:6][C:5]([C:8](=[N:12][OH:13])[CH:9]([CH3:11])[CH3:10])=[CH:4][CH:3]=1.[O:14]([C:21]1[CH:22]=[C:23]([CH:26]=[CH:27][CH:28]=1)[CH2:24]Br)[C:15]1[CH:20]=[CH:19][CH:18]=[CH:17][CH:16]=1.[H-].[Na+]>O1CCCC1>[O:14]([C:21]1[CH:22]=[C:23]([CH2:24][O:13][N:12]=[C:8]([C:5]2[CH:4]=[CH:3][C:2]([Cl:1])=[CH:7][CH:6]=2)[CH:9]([CH3:10])[CH3:11])[CH:26]=[CH:27][CH:28]=1)[C:15]1[CH:16]=[CH:17][CH:18]=[CH:19][CH:20]=1 |f:2.3|. Procedure details: 3.86 g of 1B, 5.2 g of 3-phenoxybenzyl bromide and 30 ml of tetrahydrofuran were mixed and 0.9 g of sodium hydride was added. The mixture was heated to 35°. The mixture was cooled, stirred at room temperature for 21 hours, then filtered, and the solvent was stripped from the filtrate. The liquid residue was chromatographed (silica gel, 1/2 v/v methylene chloride/pentane) to give (1C), 1-(4-chlorophenyl)-2-methyl-1-propanone O-((3-phenoxyphenyl)methyl)oxime as a light yellow liquid, boiling point... The reactants are Cl (hydrochloric acid), CC(C=O)C (2-methylpropanal), C(C)(=O)Cl (Ethanoyl chloride), [Cl-].[Al+3].[Cl-].[Cl-] (aluminium chloride), C=C (Ethene). Reagents/catalysts: C1(=CC=C(C=C1)S(=O)(=O)O)C (para-toluenesulphonic acid). Run in ClCCCl (1,2-dichloroethane), O (water), O (water). Reaction conditions: temperature 60 celsius, time 15 minute. Yields the product CC1(C=CC(CC1)=O)C (4,4-dimethylcyclohex-2-en-1-one). Isolated yield 80.5%. RXN SMILES: [C:1](Cl)(=[O:3])[CH3:2].[Cl-].[Al+3].[Cl-].[Cl-].[CH2:9]=[CH2:10].Cl.[CH3:12][CH:13]([CH3:16])[CH:14]=O>ClCCCl.C1(C)C=CC(S(O)(=O)=O)=CC=1.O>[CH3:12][C:13]1([CH3:16])[CH2:10][CH2:9][C:1](=[O:3])[CH:2]=[CH:14]1 |f:1.2.3.4|. Reported procedure: Ethanoyl chloride (78.5 g, 1 mole) was added over a period of 30 minutes to a suspension of aluminium chloride (140 g, 1.05 moles) in 1,2-dichloroethane (390 ml) whilst maintaining the temperature below 20° C. by cooling. Ethene (35 g, 1.25 moles) was then passed into the solution at 5°-10° C. over a period of 2 hours and the subsequent mixture worked up by slowly pouring into 2M hydrochloric acid (900 ml). The organic phase was separated and 2-methylpropanal (50.4 g, 0.7 moles) and para-toluene... The reactants are C1CCOC1, COC(=O)C=Cc1ccc(Cl)c(NC(=O)c2cc(-c3ccccc3)ccc2F)c1, CO, [Na+], [OH-]. Product: O=C(O)C=Cc1ccc(Cl)c(NC(=O)c2cc(-c3ccccc3)ccc2F)c1. RXN SMILES: [CH2:34]1[O:35][CH2:36][CH2:37][CH2:38]1.[CH3:1][O:2][C:3]([CH:4]=[CH:5][c:6]1[cH:7][c:8]([NH:13][C:14](=[O:15])[c:16]2[cH:17][c:18](-[c:23]3[cH:24][cH:25][cH:26][cH:27][cH:28]3)[cH:19][cH:20][c:21]2[F:22])[c:9]([Cl:12])[cH:10][cH:11]1)=[O:29].[CH3:30][OH:31].[Na+:33].[OH-:32]>>[O:2]=[C:3]([CH:4]=[CH:5][c:6]1[cH:7][c:8]([NH:13][C:14](=[O:15])[c:16]2[cH:17][c:18](-[c:23]3[cH:24][cH:25][cH:26][cH:27][cH:28]3)[cH:19][cH:20][c:21]2[F:22])[c:9]([Cl:12])[cH:10][cH:11]1)[OH:29].